This data is from the Open Reaction Database (ORD), a public repository of structured organic reaction records. The task is: describe an organic reaction: reactants, conditions, products, and yield Starting materials: COC(=O)Cc1c(C(=O)OC)ccc(N)c1Cl, CC#N, COC(=O)Cc1cc(N)ccc1C(=O)OC, O=C1CCC(=O)N1Cl, O. Yields the product COC(=O)Cc1cc(N)c(Cl)cc1C(=O)OC. Reaction SMILES: [CH3:26][O:27][C:28]([CH2:29][c:30]1[c:31]([Cl:32])[c:33]([NH2:34])[cH:35][cH:36][c:37]1[C:38]([O:39][CH3:40])=[O:41])=[O:42].[CH3:43][C:44]#[N:45].[CH3:9][O:10][C:11](=[O:12])[CH2:13][c:14]1[c:15]([C:16](=[O:17])[O:18][CH3:19])[cH:20][cH:21][c:22]([NH2:24])[cH:23]1.[Cl:1][N:2]1[C:3](=[O:4])[CH2:5][CH2:6][C:7]1=[O:8].[OH2:25]>>[Cl:1][c:21]1[cH:20][c:15]([C:16](=[O:17])[O:18][CH3:19])[c:14]([CH2:13][C:11]([O:10][CH3:9])=[O:12])[cH:23][c:22]1[NH2:24]. The product is FC=1C=C(C=CC1OC1=C2C(=NC=C1)C=C(S2)C2=NC=C(C=C2)CCNCCOC)NC(=S)NC(CC2=CC=C(C=C2)F)=O (N-(3-fluoro-4-(2-(5-(2-(2-methoxyethylamino)ethyl)pyridin-2-yl)thieno[3,2-b]pyridin-7-yloxy)phenylcarbamothioyl)-2-(4-fluorophenyl)acetamide). Yield: 48.6%. As a reaction SMILES: [F:1][C:2]1[CH:37]=[C:36]([NH:38][C:39]([NH:41][C:42](=[O:51])[CH2:43][C:44]2[CH:49]=[CH:48][C:47]([F:50])=[CH:46][CH:45]=2)=[S:40])[CH:35]=[CH:34][C:3]=1[O:4][C:5]1[CH:10]=[CH:9][N:8]=[C:7]2[CH:11]=[C:12]([C:14]3[N:19]=[CH:18][C:17]([CH2:20][CH2:21][N:22]([CH2:30][CH2:31][O:32][CH3:33])C(=O)OC(C)(C)C)=[CH:16][CH:15]=3)[S:13][C:6]=12.Cl>C(O)(=O)C>[F:1][C:2]1[CH:37]=[C:36]([NH:38][C:39]([NH:41][C:42](=[O:51])[CH2:43][C:44]2[CH:45]=[CH:46][C:47]([F:50])=[CH:48][CH:49]=2)=[S:40])[CH:35]=[CH:34][C:3]=1[O:4][C:5]1[CH:10]=[CH:9][N:8]=[C:7]2[CH:11]=[C:12]([C:14]3[CH:15]=[CH:16][C:17]([CH2:20][CH2:21][NH:22][CH2:30][CH2:31][O:32][CH3:33])=[CH:18][N:19]=3)[S:13][C:6]=12. Run at time 3 hour. The solvent is C(C)(=O)O (acetic acid). Starting materials: FC1=C(OC2=C3C(=NC=C2)C=C(S3)C3=CC=C(C=N3)CCN(C(OC(C)(C)C)=O)CCOC)C=CC(=C1)NC(=S)NC(CC1=CC=C(C=C1)F)=O (tert-butyl 2-(6-(7-(2-fluoro-4-(3-(2-(4-fluorophenyl)acetyl)thioureido)phenoxy)thieno[3,2-b]pyridin-2-yl)pyridin-3-yl)ethyl(2-methoxyethyl)carbamate), Cl (HCl). Procedure details: To a solution of 186 (0.19 g, 0.26 mmol) in acetic acid (10 mL) was added aqueous HCl (3M, 1.0 mL, 3.0 mmol). The mixture was stirred at room temperature for 3 h then partially concentrated. The residue was partitioned between ethyl acetate and water, the organic phase was collected, washed with saturated aqueous sodium bicarbonate and brine. It was then dried over anhydrous MgSO4, filtered and concentrated. The residue was purified by flash column chromatography (eluent 15% methanol/chloroform)... Reactants: O (water), O=C1NC(C2=C(N1C1=CC(=CC=C1)C(F)(F)F)CCC2=O)C2=CC=C(C#N)C=C2 (4-(2,5-dioxo-1-(3-(trifluoromethyl)phenyl)-2,3,4,5,6,7-hexahydro-1H-cyclopenta[d]pyrimidin-4-yl)benzonitrile), [H-].[Na+] (sodium hydride), CI (methyl iodide). Run in O1CCCC1 (tetrahydrofuran). Conditions: time 20 minute. The product is CN1C(N(C2=C(C1C1=CC=C(C#N)C=C1)C(CC2)=O)C2=CC(=CC=C2)C(F)(F)F)=O (4-(3-Methyl-2,5-dioxo-1-(3-(trifluoromethyl)phenyl)-2,3,4,5,6,7-hexahydro-1H-cyclopenta[d]pyrimidin-4-yl)benzonitrile). RXN SMILES: [O:1]=[C:2]1[N:7]([C:8]2[CH:13]=[CH:12][CH:11]=[C:10]([C:14]([F:17])([F:16])[F:15])[CH:9]=2)[C:6]2[CH2:18][CH2:19][C:20](=[O:21])[C:5]=2[CH:4]([C:22]2[CH:29]=[CH:28][C:25]([C:26]#[N:27])=[CH:24][CH:23]=2)[NH:3]1.[H-].[Na+].[CH3:32]I.O>O1CCCC1>[CH3:32][N:3]1[CH:4]([C:22]2[CH:23]=[CH:24][C:25]([C:26]#[N:27])=[CH:28][CH:29]=2)[C:5]2[C:20](=[O:21])[CH2:19][CH2:18][C:6]=2[N:7]([C:8]2[CH:13]=[CH:12][CH:11]=[C:10]([C:14]([F:15])([F:16])[F:17])[CH:9]=2)[C:2]1=[O:1] |f:1.2|. Reported procedure: Under an atmosphere of argon, 4-(2,5-dioxo-1-(3-(trifluoromethyl)phenyl)-2,3,4,5,6,7-hexahydro-1H-cyclopenta[d]pyrimidin-4-yl)benzonitrile (example 1, 200 mg, 0.50 mmol) is added to a suspension of sodium hydride (60% in mineral oil, 24 mg, 0.60 mmol) in dry tetrahydrofuran. After 20 min, methyl iodide (41 μL, 0.66 mmol) is added. After 20 min water is added and the mixture is concentrated. The residue is purified by flash a) chromatography on silica (gradient cyclohexane/ethyl acetate 1:1 to et...